This data is from the Open Reaction Database (ORD), a public repository of structured organic reaction records. The task is: describe an organic reaction: reactants, conditions, products, and yield Reactants: FC(C=1C=C(C(=O)NCC(=O)N[C@H]2CNCC2)C=CC1)(F)F ((R)-3-[N-(3-(trifluoromethyl)benzoyl)glycyl]aminopyrrolidine), C(CCC)C1=CC=C(C=O)C=C1 (4-butylbenzaldehyde), [BH3-]C#N.[Na+] (NaBH3CN), CO (methanol). The solvent is C(C)(=O)O (acetic acid). Run at temperature 60 celsius, time 12 hour. Yields the product C(CCC)C1=CC=C(CN2C[C@@H](CC2)NC(CNC(C2=CC(=CC=C2)C(F)(F)F)=O)=O)C=C1 ((R)-1-(4-butylbenzyl)-3-[{N-(3-trifluoromethylbenzoyl)glycyl}amino]pyrrolidine). RXN SMILES: [F:1][C:2]([F:22])([F:21])[C:3]1[CH:4]=[C:5]([CH:18]=[CH:19][CH:20]=1)[C:6]([NH:8][CH2:9][C:10]([NH:12][C@@H:13]1[CH2:17][CH2:16][NH:15][CH2:14]1)=[O:11])=[O:7].[CH2:23]([C:27]1[CH:34]=[CH:33][C:30]([CH:31]=O)=[CH:29][CH:28]=1)[CH2:24][CH2:25][CH3:26].[BH3-]C#N.[Na+].CO>C(O)(=O)C>[CH2:23]([C:27]1[CH:28]=[CH:29][C:30]([CH2:31][N:15]2[CH2:16][CH2:17][C@@H:13]([NH:12][C:10](=[O:11])[CH2:9][NH:8][C:6](=[O:7])[C:5]3[CH:18]=[CH:19][CH:20]=[C:3]([C:2]([F:1])([F:21])[F:22])[CH:4]=3)[CH2:14]2)=[CH:33][CH:34]=1)[CH2:24][CH2:25][CH3:26] |f:2.3|. Reported procedure: To a mixture of (R)-3-[N-(3-(trifluoromethyl)benzoyl)glycyl]aminopyrrolidine (0.050 mmol), 4-butylbenzaldehyde (0.18 mmol), NaBH3CN (0.23 mmol), and methanol (1.85 mL) was added acetic acid (0.060 mL). The reaction mixture was stirred at 60° C. for 12 h. The mixture was cooled to room temperature, loaded onto Varian™ SCX column, and washed with CH3OH (15 mL) . Product was eluted off using 2 N NH3 in CH3OH (5 mL) and concentrated to afford (R)-1-(4-butylbenzyl)-3-[{N-(3-trifluoromethylbenzoyl)gly... The reactants are COC1=C(C(=CC(=C1)CCCCC)OC)[C@@H]1C(C(CC[C@H]1C(=C)C)=C)O ((3R,4R)-3-[2,6-Dimethoxy-4-pentylphenyl]-2-hydroxy-4-isopropenyl-1-methylene cyclohexane), [Mg] (magnesium), CI (CH3I). The solvent is CCOCC (ether), CCOCC (ether). Reaction conditions: temperature 210 celsius. Product: Grignard reagent, OC1=C(C(=CC(=C1)CCCCC)O)[C@@H]1C(C(CC[C@H]1C(=C)C)=C)O ((3R,4R)-3-[2,6-Dihydroxy-4-pentylphenyl]-2-hydroxy-4-isopropenyl-1-methylene cyclohexane). The yield is 40.0%. RXN SMILES: [Mg].CI.C[O:5][C:6]1[CH:11]=[C:10]([CH2:12][CH2:13][CH2:14][CH2:15][CH3:16])[CH:9]=[C:8]([O:17]C)[C:7]=1[C@H:19]1[C@H:24]([C:25]([CH3:27])=[CH2:26])[CH2:23][CH2:22][C:21](=[CH2:28])[CH:20]1[OH:29]>CCOCC>[OH:5][C:6]1[CH:11]=[C:10]([CH2:12][CH2:13][CH2:14][CH2:15][CH3:16])[CH:9]=[C:8]([OH:17])[C:7]=1[C@H:19]1[C@H:24]([C:25]([CH3:27])=[CH2:26])[CH2:23][CH2:22][C:21](=[CH2:28])[CH:20]1[OH:29]. Procedure details: A Grignard reagent was prepared with magnesium (84 mg, 3.5 mmol) and CH3I (0.2 ml, 3.5 mmol) in dry ether (1 ml, distilled over sodium) under N2 atmosphere. (6a) (360 mg, 1 mmol) in ether (0.5 ml) was added to the stirred solution and the ether was distilled. The residue was heated under N2 atmosphere till 210° C. for 45 min. Then the flask was cooled till room temperature and the reaction was quenched with ice water. The aqueous solution was extracted several times with ether. The combined orga... Starting materials: CC#N, Cl, CC(=O)Nc1ccc2c(Cc3ccncc3)nnc(O)c2c1, [Na+], O=C([O-])O, O. The product is CC(=O)Nc1ccc2c(Cc3ccncc3)nnc(Cl)c2c1. As a reaction SMILES: [CH3:29][C:30]#[N:31].[ClH:1].[NH:2]([C:3](=[O:4])[CH3:5])[c:6]1[cH:7][cH:8][c:9]2[c:10]([CH2:17][c:18]3[cH:19][cH:20][n:21][cH:22][cH:23]3)[n:11][n:12][c:13]([OH:16])[c:14]2[cH:15]1.[Na+:28].[O-:24][C:25]([OH:26])=[O:27].[OH2:32]>>[Cl:1][c:13]1[n:12][n:11][c:10]([CH2:17][c:18]2[cH:19][cH:20][n:21][cH:22][cH:23]2)[c:9]2[cH:8][cH:7][c:6]([NH:2][C:3](=[O:4])[CH3:5])[cH:15][c:14]21. Starting materials: CC(C)(C)OC(=O)N1CCC2(CC1)CC(OS(C)(=O)=O)C2, CN(C)C=O, Oc1ccccc1F, [H-], [Na+], O. Yields the product CC(C)(C)OC(=O)N1CCC2(CC1)CC(Oc1ccccc1F)C2. RXN SMILES: [C:11]([CH3:12])([CH3:13])([CH3:14])[O:15][C:16](=[O:17])[N:18]1[CH2:19][CH2:20][C:21]2([CH2:22][CH:23]([O:25][S:26]([CH3:27])(=[O:28])=[O:29])[CH2:24]2)[CH2:30][CH2:31]1.[CH3:33][N:34]([CH3:35])[CH:36]=[O:37].[F:1][c:2]1[c:3]([OH:8])[cH:4][cH:5][cH:6][cH:7]1.[H-:9].[Na+:10].[OH2:32]>>[F:1][c:2]1[c:3]([O:8][CH:23]2[CH2:22][C:21]3([CH2:20][CH2:19][N:18]([C:16]([O:15][C:11]([CH3:12])([CH3:13])[CH3:14])=[O:17])[CH2:31][CH2:30]3)[CH2:24]2)[cH:4][cH:5][cH:6][cH:7]1. Starting materials: C(C1=CC=CC=C1)OC1=C(N=C2N(C1=O)C=C(C=C2)N2CCOCC2)C(=O)O (3-benzyloxy-7-morpholin-4-yl-4-oxo-4H-pyrido[1,2-a]pyrimidine-2-carboxylic acid), Cl.NCC(CC1=CC=C(C=C1)Cl)=O (1-amino-3-(4-chloro-phenyl)-propan-2-one hydrochloride). Product: ClC1=CC=C(C=C1)CC(CNC(=O)C=1N=C2N(C(C1OCC1=CC=CC=C1)=O)C=C(C=C2)N2CCOCC2)=O (3-benzyloxy-7-morpholin-4-yl-4-oxo-4H-pyrido[1,2-a]pyrimidine-2-carboxylic acid [3-(4-chloro-phenyl)-2-oxo-propyl]-amide). Reaction SMILES: [CH2:1]([O:8][C:9]1[C:14](=[O:15])[N:13]2[CH:16]=[C:17]([N:20]3[CH2:25][CH2:24][O:23][CH2:22][CH2:21]3)[CH:18]=[CH:19][C:12]2=[N:11][C:10]=1[C:26](O)=[O:27])[C:2]1[CH:7]=[CH:6][CH:5]=[CH:4][CH:3]=1.Cl.[NH2:30][CH2:31][C:32](=[O:41])[CH2:33][C:34]1[CH:39]=[CH:38][C:37]([Cl:40])=[CH:36][CH:35]=1>>[Cl:40][C:37]1[CH:36]=[CH:35][C:34]([CH2:33][C:32](=[O:41])[CH2:31][NH:30][C:26]([C:10]2[N:11]=[C:12]3[CH:19]=[CH:18][C:17]([N:20]4[CH2:21][CH2:22][O:23][CH2:24][CH2:25]4)=[CH:16][N:13]3[C:14](=[O:15])[C:9]=2[O:8][CH2:1][C:2]2[CH:3]=[CH:4][CH:5]=[CH:6][CH:7]=2)=[O:27])=[CH:39][CH:38]=1 |f:1.2|. Procedure: Adapted the procedure of example 2 using 3-benzyloxy-7-morpholin-4-yl-4-oxo-4H-pyrido[1,2-a]pyrimidine-2-carboxylic acid and 1-amino-3-(4-chloro-phenyl)-propan-2-one hydrochloride (AU2007001980) as starting material Starting materials: BrCc1ccccc1, CC(C)(C)OC(=O)N1CCc2ccc(O)cc2CC1, O=C([O-])[O-], CCC(C)=O, [I-], [K+], [K+], [K+]. The product is CC(C)(C)OC(=O)N1CCc2ccc(OCc3ccccc3)cc2CC1. RXN SMILES: [Br:28][CH2:29][c:30]1[cH:31][cH:32][cH:33][cH:34][cH:35]1.[C:1]([CH3:2])([CH3:3])([CH3:4])[O:5][C:6](=[O:7])[N:8]1[CH2:9][CH2:10][c:11]2[c:12]([cH:15][c:16]([OH:19])[cH:17][cH:18]2)[CH2:13][CH2:14]1.[C:20](=[O:21])([O-:22])[O-:23].[CH3:36][C:37](=[O:38])[CH2:39][CH3:40].[I-:27].[K+:24].[K+:25].[K+:26]>>[C:1]([CH3:2])([CH3:3])([CH3:4])[O:5][C:6](=[O:7])[N:8]1[CH2:9][CH2:10][c:11]2[c:12]([cH:15][c:16]([O:19][CH2:29][c:30]3[cH:31][cH:32][cH:33][cH:34][cH:35]3)[cH:17][cH:18]2)[CH2:13][CH2:14]1. Starting materials: FC1=C(C=CC(=C1)F)SC=1C=C(C(=O)OCC)C=CC1[N+](=O)[O-] (ethyl 3-(2,4-difluorophenylthio)-4-nitrobenzoate), [Cl-].[NH4+] (ammonium chloride). Reagents/catalysts: [Fe] (iron). Run in C(C)O (ethanol), O (water). Product: NC1=C(C=C(C(=O)OCC)C=C1)SC1=C(C=C(C=C1)F)F (ethyl 4-amino-3-(2,4-difluorophenylthio)benzoate). The yield is 109.7%. RXN SMILES: [F:1][C:2]1[CH:7]=[C:6]([F:8])[CH:5]=[CH:4][C:3]=1[S:9][C:10]1[CH:11]=[C:12]([CH:18]=[CH:19][C:20]=1[N+:21]([O-])=O)[C:13]([O:15][CH2:16][CH3:17])=[O:14].[Cl-].[NH4+]>C(O)C.O.[Fe]>[NH2:21][C:20]1[CH:19]=[CH:18][C:12]([C:13]([O:15][CH2:16][CH3:17])=[O:14])=[CH:11][C:10]=1[S:9][C:3]1[CH:4]=[CH:5][C:6]([F:8])=[CH:7][C:2]=1[F:1] |f:1.2|. Reported procedure: A mixture of ethyl 3-(2,4-difluorophenylthio)-4-nitrobenzoate (1.1 g), iron powder (1.1 g) and ammonium chloride (0.11 g) in ethanol (10 ml) and water (5 ml) was stirred and refluxed for 1 hour. The mixture was filtered and the filtrate was concentrated under reduced pressure. The residue was dissolved in ethyl acetate, washed with water, dried and evaporated to give crystals of ethyl 4-amino-3-(2,4-difluorophenylthio)benzoate (1.1 g). Starting materials: B, CC(c1ccccc1)N1CC(C)(C(=O)OC(C)(C)C)C(F)C1=O, C1CCOC1. The product is CC(c1ccccc1)N1CC(F)C(C)(C(=O)OC(C)(C)C)C1. As a reaction SMILES: [BH3:24].[F:1][CH:2]1[C:3]([C:16](=[O:17])[O:18][C:19]([CH3:20])([CH3:21])[CH3:22])([CH3:23])[CH2:4][N:5]([CH:8]([CH3:9])[c:10]2[cH:11][cH:12][cH:13][cH:14][cH:15]2)[C:6]1=[O:7].[O:25]1[CH2:26][CH2:27][CH2:28][CH2:29]1>>[F:1][CH:2]1[C:3]([C:16](=[O:17])[O:18][C:19]([CH3:20])([CH3:21])[CH3:22])([CH3:23])[CH2:4][N:5]([CH:8]([CH3:9])[c:10]2[cH:11][cH:12][cH:13][cH:14][cH:15]2)[CH2:6]1. Starting materials: O=C([O-])[O-], CC#N, Fc1ncnc(Oc2ccccc2Cl)c1F, [K+], [K+], CON=C(C(=O)OC)c1ccccc1O. The product is CON=C(C(=O)OC)c1ccccc1Oc1ncnc(Oc2ccccc2Cl)c1F. As a reaction SMILES: [C:1](=[O:2])([O-:3])[O-:4].[CH3:38][C:39]#[N:40].[Cl:7][c:8]1[c:9]([O:10][c:11]2[n:12][cH:13][n:14][c:15]([F:18])[c:16]2[F:17])[cH:19][cH:20][cH:21][cH:22]1.[K+:5].[K+:6].[OH:23][c:24]1[c:25]([C:30]([C:31](=[O:32])[O:33][CH3:34])=[N:35][O:36][CH3:37])[cH:26][cH:27][cH:28][cH:29]1>>[Cl:7][c:8]1[c:9]([O:10][c:11]2[n:12][cH:13][n:14][c:15]([O:23][c:24]3[c:25]([C:30]([C:31](=[O:32])[O:33][CH3:34])=[N:35][O:36][CH3:37])[cH:26][cH:27][cH:28][cH:29]3)[c:16]2[F:17])[cH:19][cH:20][cH:21][cH:22]1. Starting materials: NC1=C(C(=O)OCC)C=C(C(=C1)OCC(F)(F)F)OC (ethyl 2-amino-4-(2,2,2-trifluoroethoxy)-5-methoxybenzoate), C(=O)N (formamide). Run in C(C)O (ethanol). Run at temperature 175 celsius, time 18 hour. Product: COC=1C=C2C(NC=NC2=CC1OCC(F)(F)F)=O (6-methoxy-7-(2,2,2-trifluoroethoxy)-3,4-dihydroquinazolin-4-one). Isolated yield 84.0%. RXN SMILES: [NH2:1][C:2]1[CH:12]=[C:11]([O:13][CH2:14][C:15]([F:18])([F:17])[F:16])[C:10]([O:19][CH3:20])=[CH:9][C:3]=1[C:4](OCC)=[O:5].[CH:21]([NH2:23])=O>C(O)C>[CH3:20][O:19][C:10]1[CH:9]=[C:3]2[C:2](=[CH:12][C:11]=1[O:13][CH2:14][C:15]([F:18])([F:17])[F:16])[N:1]=[CH:21][NH:23][C:4]2=[O:5]. Reported procedure: A mixture of ethyl 2-amino-4-(2,2,2-trifluoroethoxy)-5-methoxybenzoate (20.2 g, 69.1 mmol) and formamide (50 ml) was heated at 175° C. for 6 hours. The mixture was allowed to cool to ambient temperature, ethanol (150 ml) was added and the reaction allowed to stand for 18 hours. Collection of the solid which had precipitated by suction filtration, followed by washing with ethanol (2×50 ml) and drying in vacuo, yielded 6-methoxy-7-(2,2,2-trifluoroethoxy)-3,4-dihydroquinazolin-4-one (15.8 g, 84% yi...